describe an organic reaction: reactants, conditions, products, and yield From a dataset of the Open Reaction Database (ORD), a public repository of structured organic reaction records. The reactants are C(C)(C)(C)OC(NCC1CC(NCC1)C)=O (Tert-butyl((2-methylpiperidin-4-yl)methyl)carbamate), C(OCC1=CC(=CC(=C1)Cl)Cl)(=O)Cl (3,5-dichlorobenzyl carbonochloridate), C([O-])(O)=O.[Na+] (sodium bicarbonate). The solvent is C(Cl)Cl (DCM). Run at time 18 hour. Yields the product C(C)(C)(C)OC(=O)NCC1CC(N(CC1)C(=O)OCC1=CC(=CC(=C1)Cl)Cl)C (3,5-Dichlorobenzyl 4-(((tert-butoxycarbonyl)amino)methyl)-2-methylpiperidine-1-carboxylate). RXN SMILES: [C:1]([O:5][C:6](=[O:16])[NH:7][CH2:8][CH:9]1[CH2:14][CH2:13][NH:12][CH:11]([CH3:15])[CH2:10]1)([CH3:4])([CH3:3])[CH3:2].[C:17](Cl)(=[O:28])[O:18][CH2:19][C:20]1[CH:25]=[C:24]([Cl:26])[CH:23]=[C:22]([Cl:27])[CH:21]=1.C(=O)(O)[O-].[Na+]>C(Cl)Cl>[C:1]([O:5][C:6]([NH:7][CH2:8][CH:9]1[CH2:14][CH2:13][N:12]([C:17]([O:18][CH2:19][C:20]2[CH:21]=[C:22]([Cl:27])[CH:23]=[C:24]([Cl:26])[CH:25]=2)=[O:28])[CH:11]([CH3:15])[CH2:10]1)=[O:16])([CH3:4])([CH3:2])[CH3:3] |f:2.3|. Procedure: A mixture comprising tert-butyl((2-methylpiperidin-4-yl)methyl)carbamate (step 2) (1.15 g, 5.04 mmol) and 3,5-dichlorobenzyl carbonochloridate (1.327 g, 5.54 mmol) in DCM (15 ml) was treated with aq. saturated sodium bicarbonate (0.504 ml, 5.04 mmol) and stirred at room temperature for 18 hours. The organic portion was separated and the aqueous phase extracted with DCM (2×10 ml). The combined organic extracts were dried over MgSO4, filtered and concentrated under reduced pressure. Further purifi... Starting materials: NCC1CCC1, ClCCl, Cl, CC(CN1CCCC1)N1c2ccccc2Sc2ccc(C(=O)Cl)cc21. The product is CC(CN1CCCC1)N1c2ccccc2Sc2ccc(C(=O)NCC3CCC3)cc21. RXN SMILES: [CH:27]1([CH2:31][NH2:32])[CH2:28][CH2:29][CH2:30]1.[Cl:33][CH2:34][Cl:35].[ClH:1].[N:2]1([CH2:7][CH:8]([CH3:9])[N:10]2[c:11]3[cH:12][cH:13][cH:14][cH:15][c:16]3[S:17][c:18]3[cH:19][cH:20][c:21]([C:24](=[O:25])[Cl:26])[cH:22][c:23]32)[CH2:3][CH2:4][CH2:5][CH2:6]1>>[N:2]1([CH2:7][CH:8]([CH3:9])[N:10]2[c:11]3[cH:12][cH:13][cH:14][cH:15][c:16]3[S:17][c:18]3[cH:19][cH:20][c:21]([C:24](=[O:25])[NH:32][CH2:31][CH:27]4[CH2:28][CH2:29][CH2:30]4)[cH:22][c:23]32)[CH2:3][CH2:4][CH2:5][CH2:6]1.